This data is from the Open Reaction Database (ORD), a public repository of structured organic reaction records. The task is: describe an organic reaction: reactants, conditions, products, and yield Product: ClC=1C=C(C=CC1C#N)NC(CCC(C(=O)O)C)=O (5-((3-chloro-4-cyanophenyl)amino)-2-methyl-5-oxopentanoic acid). Reactants: ClC=1C=C(C=CC1C#N)NC(C(CCC(=O)O)C)=O (5-((3-chloro-4-cyanophenyl)amino)-4-methyl-5-oxopentanoic acid), CC1C(OC(CC1)=O)=O (3-methyldihydro-2H-pyran-2,6(3H)-dione), NC1=CC(=C(C#N)C=C1)Cl (4-amino-2-chlorobenzonitrile), TEA. Procedure: A solution of 3-methyldihydro-2H-pyran-2,6(3H)-dione (876 mg, 6.84 mmol), 4-amino-2-chlorobenzonitrile (1044 mg, 6.84 mmol) and TEA (0.953 mL, 6.84 mmol) in toluene (10 mL) was stirred at 70° C. for 3 hr. To the reaction mixture was added brine at room temperature, and the mixture was extracted with ethyl acetate. The organic layer was washed with water and saturated brine, and dried, and the solvent was evaporated under reduced pressure. The obtained residue was purified by COOH-silica gel colu... The solvent is C1(=CC=CC=C1)C (toluene), [Cl-].[Na+].O (brine). Reaction SMILES: [CH3:1][CH:2]1[CH2:7][CH2:6][C:5](=[O:8])[O:4][C:3]1=[O:9].[NH2:10][C:11]1[CH:18]=[CH:17][C:14]([C:15]#[N:16])=[C:13]([Cl:19])[CH:12]=1.ClC1C=C(NC(=O)C(C)CCC(O)=O)C=CC=1C#N>C1(C)C=CC=CC=1.[Cl-].[Na+].O>[Cl:19][C:13]1[CH:12]=[C:11]([NH:10][C:5](=[O:8])[CH2:6][CH2:7][CH:2]([CH3:1])[C:3]([OH:4])=[O:9])[CH:18]=[CH:17][C:14]=1[C:15]#[N:16] |f:4.5.6|. Yield: 39.0%. Reactants: 11a, CS(=O)(=O)OCCCC1COC2=C1C=C(C=C2)F (3-(2,3-dihydro-5-fluoro-benzofuran-3-yl)-1-propyl methanesulfonate), FC1=CC=C(C=C1)C1CCNCC1 (4-(4-fluorophenyl)piperidine). As a reaction SMILES: CS(O[CH2:6][CH2:7][CH2:8][CH:9]1[C:13]2[CH:14]=[C:15]([F:18])[CH:16]=[CH:17][C:12]=2[O:11][CH2:10]1)(=O)=O.[F:19][C:20]1[CH:25]=[CH:24][C:23]([CH:26]2[CH2:31][CH2:30][NH:29][CH2:28][CH2:27]2)=[CH:22][CH:21]=1>>[F:18][C:15]1[CH:16]=[CH:17][C:12]2[O:11][CH2:10][CH:9]([CH2:8][CH2:7][CH2:6][N:29]3[CH2:30][CH2:31][CH:26]([C:23]4[CH:22]=[CH:21][C:20]([F:19])=[CH:25][CH:24]=4)[CH2:27][CH2:28]3)[C:13]=2[CH:14]=1. Reported procedure: The title compound, 11a, was prepared from 3-(2,3-dihydro-5-fluoro-benzofuran-3-yl)-1-propyl methanesulfonate (4.2 g) and 4-(4-fluorophenyl)piperidine (5.5 g) by the method described in EXAMPLE 2. Yield: 1.8 g, mp: 83-85° C. Yields the product FC=1C=CC2=C(C(CO2)CCCN2CCC(CC2)C2=CC=C(C=C2)F)C1 (2,3-Dihydro-5-fluoro-3-[3-(4-(4-fluorophenyl)-1-piperidinyl)-1-propyl]benzofuran).